Dataset: the Open Reaction Database (ORD), a public repository of structured organic reaction records. Task: describe an organic reaction: reactants, conditions, products, and yield The reactants are N([C@@H](CC1=CC=CN=C1)C(=O)O)C(=O)OC(C)(C)C (Boc-(L)-Pal-OH), N (ammonia), C(C)(C)N(CC)C(C)C (diisopropylethylamine), C(C(C)C)OC(=O)Cl (isobutylchloroformate). Solvent: C(Cl)Cl (methylene chloride), C(Cl)Cl (methylene chloride), C(C)(=O)OCC (ethyl acetate). Conditions: temperature -15 celsius, time 15 minute. Product: N([C@@H](CC1=CC=CN=C1)C(=O)N)C(=O)OC(C)(C)C (Boc-(L)-Pal-NH2). The yield is 73.9%. Reaction SMILES: [NH:1]([C:13]([O:15][C:16]([CH3:19])([CH3:18])[CH3:17])=[O:14])[C@H:2]([C:10](O)=[O:11])[CH2:3][C:4]1[CH:9]=[N:8][CH:7]=[CH:6][CH:5]=1.C([N:23](C(C)C)CC)(C)C.C(OC(Cl)=O)C(C)C.N>C(Cl)Cl.C(OCC)(=O)C>[NH:1]([C:13]([O:15][C:16]([CH3:19])([CH3:18])[CH3:17])=[O:14])[C@H:2]([C:10]([NH2:23])=[O:11])[CH2:3][C:4]1[CH:9]=[N:8][CH:7]=[CH:6][CH:5]=1. Procedure details: Suspend Boc-(L)-Pal-OH (1.34 g, 5 mmol) in methylene chloride (50 mL) and cool to -15° C. Add diisopropylethylamine (963 μl, 5.5 mmol) and isobutylchloroformate (715 μL, 5.5 mmol). Stir the mixture 15 minutes at -15° C. Pass through the solution a vigorous stream of anhydrous ammonia (over solid sodium hydroxide) for about 3 minutes. Stir the mixture 10 minutes at -15° C. and 20 minutes at room temperature. Evaporate methylene chloride, add ethyl acetate (70 mL) and wash with saturated aqueous s... Reactants: 1,1′-(bisdiphenylphosphino)ferrocene, ClC1=NC=C(C(=N1)OC)OC (2-chloro-4,5-dimethoxy-pyrimidine), FC(C1=CC=C(C=C1)B(O)O)(F)F (4-trifluoromethylphenylboronic acid), C(=O)([O-])[O-].[Cs+].[Cs+] (Cs2CO3). The reagents and catalysts are [Pd] (Pd). Run in C1CCOC1 (THF). Run at temperature 150 celsius. Yields the product OC=1C(NC(=NC1)C1=CC=C(C=C1)C(F)(F)F)=O (5-hydroxy-2-(4-trifluoromethyl-phenyl)-3H-pyrimidin-4-one). Isolated yield 3.9%. RXN SMILES: [F:1][C:2]([F:13])([F:12])[C:3]1[CH:8]=[CH:7][C:6](B(O)O)=[CH:5][CH:4]=1.C([O-])([O-])=O.[Cs+].[Cs+].Cl[C:21]1[N:26]=[C:25]([O:27]C)[C:24]([O:29]C)=[CH:23][N:22]=1>C1COCC1.[Pd]>[OH:29][C:24]1[C:25](=[O:27])[NH:26][C:21]([C:6]2[CH:7]=[CH:8][C:3]([C:2]([F:13])([F:12])[F:1])=[CH:4][CH:5]=2)=[N:22][CH:23]=1 |f:1.2.3|. Reported procedure: To a mixture of 0.05 g (0.26 mmol) 4-trifluoromethylphenylboronic acid, 0.02 g (0.009 mmol Pd EN Cat™ 30, and 0.65 mL 1 M aq Cs2CO3, was added a solution of 0.005 g (0.009 mmol) 1,1′-(bisdiphenylphosphino)ferrocene and 0.03 g (0.17 mmol) 2-chloro-4,5-dimethoxy-pyrimidine in 1 mL THF. The resulting mixture was heated by microwave to 150° C. for 10 minutes. After cooling, the aq layer was removed and the organic phase was filtered and concentrated. To the resulting residue was added 1 mL 33% HBr i...